This data is from the Open Reaction Database (ORD), a public repository of structured organic reaction records. The task is: describe an organic reaction: reactants, conditions, products, and yield The reactants are [Al+3], CCc1c(C(=O)OC)cccc1-c1ccc(OC)cc1, [H-], [H-], [H-], [H-], [Li+], [Na+], C1CCOC1, [OH-], O. Yields the product CCc1c(CO)cccc1-c1ccc(OC)cc1. As a reaction SMILES: [Al+3:22].[CH2:1]([CH3:2])[c:3]1[c:4](-[c:13]2[cH:14][cH:15][c:16]([O:19][CH3:20])[cH:17][cH:18]2)[cH:5][cH:6][cH:7][c:8]1[C:9](=[O:10])[O:11][CH3:12].[H-:21].[H-:24].[H-:25].[H-:26].[Li+:23].[Na+:29].[O:30]1[CH2:31][CH2:32][CH2:33][CH2:34]1.[OH-:28].[OH2:27]>>[CH2:1]([CH3:2])[c:3]1[c:4](-[c:13]2[cH:14][cH:15][c:16]([O:19][CH3:20])[cH:17][cH:18]2)[cH:5][cH:6][cH:7][c:8]1[CH2:9][OH:10]. Starting materials: C(#N)C1=C(C=CC=C1)C1=CC=C(C=C1)C (2-cyano-4'-methylbiphenyl), C[Sn](C)(C)N=[N+]=[N-] (trimethyltin azide), Cl (HCl). Run in C1(=CC=CC=C1)C (toluene). Conditions: time 20 minute. The product is CC1=CC=C(C=C1)C2=CC=CC=C2C3=NNN=N3 (5-[2-(4'-METHYLBIPHENYL)]TETRAZOLE). The yield is 53.0%. RXN SMILES: [C:1]([C:3]1[CH:8]=[CH:7][CH:6]=[CH:5][C:4]=1[C:9]1[CH:14]=[CH:13][C:12]([CH3:15])=[CH:11][CH:10]=1)#[N:2].C[Sn]([N:20]=[N+:21]=[N-:22])(C)C.Cl>C1(C)C=CC=CC=1>[CH3:15][C:12]1[CH:11]=[CH:10][C:9]([C:4]2[C:3]([C:1]3[N:22]=[N:21][NH:20][N:2]=3)=[CH:8][CH:7]=[CH:6][CH:5]=2)=[CH:14][CH:13]=1. Procedure details: To a solution of 2-cyano-4'-methylbiphenyl (390 g, 2.02 moles) in toluene (2.3 L) was added trimethyltin azide (525 g, 2.55 moles) at r.t. The mixture was refluxed for 24 h, cooled to r.t., filtered, washed with toluene and sucked dry in a funnel. The precipitate was resuspended in toluene (3.5 L) and THF (250 mL) was added. Anhydrous HCl was bubbled in at a moderate rate at r.t. to give a clear solution (45 min). Addition of HCl gas was continued for another 20 min. with stirring whereupon a wh... The reactants are Cl.COC1=CC=C(N)C=C1 (4-methoxyaniline hydrochloride), O1C(NCC1)=O (2-oxazolidinone), C(=O)=O (carbon dioxide). Run in COCCOCCO (2-(2-methoxyethoxy)ethanol). Reaction conditions: temperature 175 celsius, time 5 hour. The product is COC1=CC=C(C=C1)NCCN (N-(4-Methoxyphenyl)-1,2-ethanediamine). The yield is 45.0%. RXN SMILES: Cl.[CH3:2][O:3][C:4]1[CH:10]=[CH:9][C:7]([NH2:8])=[CH:6][CH:5]=1.O1[CH2:15][CH2:14][NH:13]C1=O.C(=O)=O>COCCOCCO>[CH3:2][O:3][C:4]1[CH:10]=[CH:9][C:7]([NH:8][CH2:15][CH2:14][NH2:13])=[CH:6][CH:5]=1 |f:0.1|. Procedure: A mixture of 4-methoxyaniline hydrochloride (17.1 g, 0.107 mole), 2-oxazolidinone (8.7 g, 0.10 mole) and 50 ml of 2-(2-methoxyethoxy)ethanol was heated to 175° C. After five hours, carbon dioxide gas evolution had ceased and the dark mixture was allowed to cool to room temperature. Neutralization in a manner similar to that described in Example 1, and distillation at 130° C. to 140° C. (0.5 mm Hg) afforded a 45 percent yield of the amine as a colorless liquid which slowly solidified on standing ... Procedure: 1 g of 95% sodium hydride was placed in a two-neck flask equipped with a magnetic stirring bar, a reflux condenser with an argon inlet and a rubber septum. To it was added 40 ml of dimethylformamide (DMF) followed by 1.26 g of melamine. The contents were stirred at room temperature for 15 minutes and then 8.56 g of diphenyl carbonate was added to the flask. The reaction mixture was stirred at room temperature for 4 hours and then poured, with stirring, into 500 ml of 5% aq HCl. A white precipita... The reactants are [H-].[Na+] (sodium hydride), Cl (HCl), N1=C(N)N=C(N)N=C1N (melamine), C(OC1=CC=CC=C1)(OC1=CC=CC=C1)=O (diphenyl carbonate). Yields the product O(C1=CC=CC=C1)C(=O)NC1=NC(=NC(=N1)NC(=O)OC1=CC=CC=C1)NC(=O)OC1=CC=CC=C1 (2,4,6-tris-phenoxycarbonylamino-1,3,5-triazine). RXN SMILES: [H-].[Na+].[N:3]1[C:10]([NH2:11])=[N:9][C:7]([NH2:8])=[N:6][C:4]=1[NH2:5].[C:12](=[O:27])([O:20][C:21]1[CH:26]=[CH:25][CH:24]=[CH:23][CH:22]=1)OC1C=CC=CC=1.Cl>CN(C)C=O>[O:20]([C:12]([NH:5][C:4]1[N:6]=[C:7]([NH:8][C:12]([O:20][C:21]2[CH:26]=[CH:25][CH:24]=[CH:23][CH:22]=2)=[O:27])[N:9]=[C:10]([NH:11][C:12]([O:20][C:21]2[CH:22]=[CH:23][CH:24]=[CH:25][CH:26]=2)=[O:27])[N:3]=1)=[O:27])[C:21]1[CH:26]=[CH:25][CH:24]=[CH:23][CH:22]=1 |f:0.1|. Isolated yield 90.5%. Conditions: time 15 minute. Run in CN(C=O)C (dimethylformamide).